This data is from the Open Reaction Database (ORD), a public repository of structured organic reaction records. The task is: describe an organic reaction: reactants, conditions, products, and yield Reactants: C(C)(=O)O[C@H]1[C@@H](O[C@@H]([C@H]([C@@H]1OC(C)=O)OC(C)=O)COC(C)=O)OC1=NNC(=C1CC1=C(C=C(C=C1)OCCC(NC(C)(C)C(=O)O)=O)C)C(C)C (3-(2,3,4,6-tetra-O-acetyl-β-D-glucopyranosyloxy)-4-[(4-{2-[1-carboxy-1-(methyl)ethyl-carbamoyl]ethoxy}-2-methylphenyl)methyl]-5-isopropyl-1H-pyrazole), NCCO (2-aminoethanol), NC(C(=O)N)(C)C (2-amino-2-methylpropionamide). Product: [C@@H]1([C@H](O)[C@@H](O)[C@H](O)[C@H](O1)CO)OC1=NNC(=C1CC1=C(C=C(C=C1)OCCC(NC(C)(C)C(NCCO)=O)=O)C)C(C)C (3-(β-D-Glucopyranosyloxy)-4-[(4-{2-[1-(2-hydroxyethyl-carbamoyl)-1-(methyl)ethylcarbamoyl]ethoxy}-2-methyl-phenyl)methyl]-5-isopropyl-1H-pyrazole). Reaction SMILES: C([O:4][C@@H:5]1[C@@H:10]([O:11]C(=O)C)[C@H:9]([O:15]C(=O)C)[C@@H:8]([CH2:19][O:20]C(=O)C)[O:7][C@H:6]1[O:24][C:25]1[C:29]([CH2:30][C:31]2[CH:36]=[CH:35][C:34]([O:37][CH2:38][CH2:39][C:40](=[O:48])NC(C(O)=O)(C)C)=[CH:33][C:32]=2[CH3:49])=[C:28]([CH:50]([CH3:52])[CH3:51])[NH:27][N:26]=1)(=O)C.N[CH2:54][CH2:55][OH:56].[NH2:57][C:58]([CH3:63])([CH3:62])[C:59]([NH2:61])=[O:60]>>[C@@H:6]1([O:24][C:25]2[C:29]([CH2:30][C:31]3[CH:36]=[CH:35][C:34]([O:37][CH2:38][CH2:39][C:40](=[O:48])[NH:57][C:58]([C:59](=[O:60])[NH:61][CH2:54][CH2:55][OH:56])([CH3:63])[CH3:62])=[CH:33][C:32]=3[CH3:49])=[C:28]([CH:50]([CH3:51])[CH3:52])[NH:27][N:26]=2)[O:7][C@H:8]([CH2:19][OH:20])[C@@H:9]([OH:15])[C@H:10]([OH:11])[C@H:5]1[OH:4]. Procedure details: The title compound was prepared in a similar manner to that described in Example 78 using 3-(2,3,4,6-tetra-O-acetyl-β-D-glucopyranosyloxy)-4-[(4-{2-[1-carboxy-1-(methyl)ethyl-carbamoyl]ethoxy}-2-methylphenyl)methyl]-5-isopropyl-1H-pyrazole and 2-aminoethanol instead of 3-(2,3,4,6-tetra-O-acetyl-β-D-glucopyranosyloxy)-4-{[4-(2-carboxyethoxy)-2-methylphenyl]methyl}-5-isopropyl-1H-pyrazole and 2-amino-2-methylpropionamide, respectively. Reactants: C[Mg]Br (methylmagnesium bromide), ClC1=C(C=C(C=C1)CC(C)=O)F (1-(4-chloro-3-fluorophenyl)propan-2-one). The solvent is C1CCOC1 (THF). Run at temperature 76 celsius. Yields the product ClC1=C(C=C(C=C1)CC(C)(O)C)F (1-(4-chloro-3-fluorophenyl)-2-methylpropan-2-ol). Isolated yield 88.1%. RXN SMILES: [CH3:1][Mg]Br.[Cl:4][C:5]1[CH:10]=[CH:9][C:8]([CH2:11][C:12](=[O:14])[CH3:13])=[CH:7][C:6]=1[F:15]>C1COCC1>[Cl:4][C:5]1[CH:10]=[CH:9][C:8]([CH2:11][C:12]([CH3:1])([OH:14])[CH3:13])=[CH:7][C:6]=1[F:15]. Procedure: To a solution of methylmagnesium bromide (100 mL, 100.0 mmol, 1.0 M in THF) was added a solution of 1-(4-chloro-3-fluorophenyl)propan-2-one (9.00 g, 48.20 mmol) in THF (20 mL) dropwise at 0° C. under N2 and the reaction mixture was heated at 76° C. for 12 h. It was then cooled to rt and quenched with saturated NH4Cl aqueous solution (50 mL) and the mixture was poured into water (200 mL). The resulting mixture was extracted with EtOAc (100 mL×4) and the combined organic phases were washed with br...